From a dataset of the Open Reaction Database (ORD), a public repository of structured organic reaction records. describe an organic reaction: reactants, conditions, products, and yield The reactants are CCCCOc1nc(N)c2nc(OC)n(CCCBr)c2n1, CO, N, C1COCCO1. Reaction SMILES: [Br:1][CH2:2][CH2:3][CH2:4][n:5]1[c:6]2[n:7][c:8]([O:17][CH2:18][CH2:19][CH2:20][CH3:21])[n:9][c:10]([NH2:16])[c:11]2[n:12][c:13]1[O:14][CH3:15].[CH3:23][OH:24].[NH3:22].[O:25]1[CH2:26][CH2:27][O:28][CH2:29][CH2:30]1>>[Br:1][CH2:2][CH2:3][CH2:4][n:5]1[c:6]2[n:7][c:8]([O:17][CH2:18][CH2:19][CH2:20][CH3:21])[n:9][c:10]([NH2:16])[c:11]2[nH:12][c:13]1=[O:14]. The product is CCCCOc1nc(N)c2[nH]c(=O)n(CCCBr)c2n1. Reactants: C(C)(C)(C)OC([C@H](CC1=CC=C(C=C1)O)NC(=O)OCC1C2=CC=CC=C2C=2C=CC=CC12)=O ((S)-2-(9H-Fluoren-9-ylmethoxycarbonylamino)-3-(4-hydroxyphenyl)-propionic acid tert-butyl ester), N1=CC=C(C=C1)CO (4-pyridylcarbinol). Product: C(C)(C)(C)OC([C@H](CC1=CC=C(C=C1)OCC1=CC=NC=C1)NC(=O)OCC1C2=CC=CC=C2C=2C=CC=CC12)=O ((S)-2-(9H-Fluoren-9ylmethoxycarbonylamino)-3-[4-(pyridin-4-ylmethoxy)-phenyl]-propionic acid tert-butyl ester). Reaction SMILES: [C:1]([O:5][C:6](=[O:34])[C@@H:7]([NH:16][C:17]([O:19][CH2:20][CH:21]1[C:33]2[CH:32]=[CH:31][CH:30]=[CH:29][C:28]=2[C:27]2[C:22]1=[CH:23][CH:24]=[CH:25][CH:26]=2)=[O:18])[CH2:8][C:9]1[CH:14]=[CH:13][C:12]([OH:15])=[CH:11][CH:10]=1)([CH3:4])([CH3:3])[CH3:2].[N:35]1[CH:40]=[CH:39][C:38]([CH2:41]O)=[CH:37][CH:36]=1>>[C:1]([O:5][C:6](=[O:34])[C@@H:7]([NH:16][C:17]([O:19][CH2:20][CH:21]1[C:22]2[CH:23]=[CH:24][CH:25]=[CH:26][C:27]=2[C:28]2[C:33]1=[CH:32][CH:31]=[CH:30][CH:29]=2)=[O:18])[CH2:8][C:9]1[CH:10]=[CH:11][C:12]([O:15][CH2:41][C:38]2[CH:39]=[CH:40][N:35]=[CH:36][CH:37]=2)=[CH:13][CH:14]=1)([CH3:4])([CH3:2])[CH3:3]. Reported procedure: In a manner similar to that described in Example H, the product from Example G (0.5 g, 1.08 mmol) and 4-pyridylcarbinol (0.12 mL, 1.26 mmol) were converted to the title compound. The reactants are CC(Cl)c1cc(C(C)(C)C)c(O)c(C(C)(C)C)c1, CCCCCC, CO, Cl, O=[Cr]([O-])[O-], [Cu+2], [H][H], C1COCCO1. The product is C=Cc1cc(C(C)(C)C)c(O)c(C(C)(C)C)c1. Reaction SMILES: [C:11]([CH3:12])([CH3:13])([CH3:14])[c:15]1[c:16]([OH:28])[c:17]([C:24]([CH3:25])([CH3:26])[CH3:27])[cH:18][c:19]([CH:21]([CH3:22])[Cl:23])[cH:20]1.[CH3:34][CH2:35][CH2:36][CH2:37][CH2:38][CH3:39].[CH3:9][OH:10].[ClH:40].[Cr:29]([O-:30])([O-:31])=[O:32].[Cu+2:33].[H:7][H:8].[O:1]1[CH2:2][CH2:3][O:4][CH2:5][CH2:6]1>>[C:11]([CH3:12])([CH3:13])([CH3:14])[c:15]1[c:16]([OH:28])[c:17]([C:24]([CH3:25])([CH3:26])[CH3:27])[cH:18][c:19]([CH:21]=[CH2:22])[cH:20]1. Starting materials: ClC1=CC=C(C=C1)CC=1C(NNC1C(F)(F)F)=O (4-[(4-chlorophenyl)methyl]-1,2-dihydro-5-trifluoromethyl-3H-pyrazol-3-one), ClC1=CC=C(C=C1)CC=1C(=NNC1C(F)(F)F)O[C@H]1[C@H](OC(C)=O)[C@@H](OC(C)=O)[C@H](OC(C)=O)[C@H](O1)COC(C)=O (4-[(4-chlorophenyl)methyl]-3-(2,3,4,6-tetra-O-acetyl-β-D-glucopyranosyloxy)-5-trifluoromethyl-1H-pyrazole). Product: ClC1=CC=C(C=C1)CC=1C(=NNC1C(F)(F)F)O[C@H]1[C@H](OC(C)=O)[C@@H](OC(C)=O)[C@H](OC(C)=O)[C@H](O1)COC(C)=O (4-[(4-Chlorophenyl)methyl]-3-(2,3,4,6-tetra-O-acetyl-β-D-glucopyranosyloxy)-5-trifluoromethyl-1H-pyrazole), ClC1=CC=C(C=C1)CC=1C(=NNC1C(F)(F)F)O[C@H]1[C@H](O)[C@@H](O)[C@H](O)[C@H](O1)CO (4-[(4-Chlorophenyl)methyl]-3-(β-D-glucopyranosyloxy)-5-trifluoromethyl-1H-pyrazole). Reaction SMILES: [Cl:1][C:2]1[CH:7]=[CH:6][C:5]([CH2:8][C:9]2[C:10](=[O:18])[NH:11][NH:12][C:13]=2[C:14]([F:17])([F:16])[F:15])=[CH:4][CH:3]=1.[Cl:19][C:20]1[CH:25]=[CH:24][C:23]([CH2:26][C:27]2[C:28]([O:36][C@@H:37]3[O:54][C@H:53]([CH2:55][O:56][C:57](=[O:59])[CH3:58])[C@@H:48]([O:49][C:50](=[O:52])[CH3:51])[C@H:43]([O:44][C:45](=[O:47])[CH3:46])[C@H:38]3[O:39][C:40](=[O:42])[CH3:41])=[N:29][NH:30][C:31]=2[C:32]([F:35])([F:34])[F:33])=[CH:22][CH:21]=1>>[Cl:19][C:20]1[CH:25]=[CH:24][C:23]([CH2:26][C:27]2[C:28]([O:36][C@@H:37]3[O:54][C@H:53]([CH2:55][O:56][C:57](=[O:59])[CH3:58])[C@@H:48]([O:49][C:50](=[O:52])[CH3:51])[C@H:43]([O:44][C:45](=[O:47])[CH3:46])[C@H:38]3[O:39][C:40](=[O:42])[CH3:41])=[N:29][NH:30][C:31]=2[C:32]([F:34])([F:33])[F:35])=[CH:22][CH:21]=1.[Cl:1][C:2]1[CH:7]=[CH:6][C:5]([CH2:8][C:9]2[C:10]([O:18][C@@H:37]3[O:54][C@H:53]([CH2:55][OH:56])[C@@H:48]([OH:49])[C@H:43]([OH:44])[C@H:38]3[OH:39])=[N:11][NH:12][C:13]=2[C:14]([F:16])([F:15])[F:17])=[CH:4][CH:3]=1. Procedure details: 4-[(4-Chlorophenyl)methyl]-3-(2,3,4,6-tetra-O-acetyl-β-D-glucopyranosyloxy)-5-trifluoromethyl-1H-pyrazole was prepared in a similar manner to that described in Reference Example 28 using 4-[(4-chlorophenyl)methyl]-1,2-dihydro-5-trifluoromethyl-3H-pyrazol-3-one instead of 1,2-dihydro-4-[(4-methylthiophenyl)methyl]-5-trifluoromethyl-3H-pyrazol-3-one. Then, the title compound was prepared in a similar manner to that described in Reference Example 37 using 4-[(4-chlorophenyl)methyl]-3-(2,3,4,6-tetra... Starting materials: CC1C(C(CCC1)=O)(C)C (trimethylcyclohexanone), O=C1C=C(CC(C)(C)C1)C (isophorone), peracid. Product: CC1C(C(=O)OCCC1)(C)C (trimethylcaprolactone). RXN SMILES: [CH3:1][CH:2]1[CH2:7][CH2:6][CH2:5][C:4](=[O:8])[C:3]1([CH3:10])[CH3:9].[O:11]=C1CC(C)(C)CC(C)=C1>>[CH3:1][CH:2]1[CH2:7][CH2:6][CH2:5][O:8][C:4](=[O:11])[C:3]1([CH3:10])[CH3:9]. Reported procedure: It is further noted that trimethylcyclohexanone can be prepared by a hydrogenation reaction of isophorone, followed by a Baeyer-Villiger reaction with a peracid to obtain trimethylcaprolactone on a commercial basis. Reactants: C(C)(C)(C)OC(CN(CC1=CC=C(C=C1)OC)S(=O)(=O)C1=CC=C2C(=CN=C(C2=C1)Cl)Cl)=O (N-[(1,4-Dichloro-7-isoquinolinyl)sulphonyl]-N-(4-methoxybenzyl)glycine t-butyl ester), O (water), ClC1=CN=C(C2=CC(=CC=C12)S(=O)(=O)N(CC(=O)O)CC1=CC=C(C=C1)OC)NC(=N)N (N-[(4-Chloro-1-guanidino-7-isoquinolinyl)sulphonyl]-N-(4-methoxybenzyl)glycine), [H-].[Na+] (NaH). Run in COCCOC (DME). Run at temperature 60 celsius. Product: O(C(C)C)C(C)C (i-Pr2O), C(C)(C)(C)OC(CN(CC1=CC=C(C=C1)OC)S(=O)(=O)C1=CC=C2C(=CN=C(C2=C1)NC(=N)N)Cl)=O (N-[(4-chloro-1-guanidino-7-isoquinolinyl)sulphonyl]-N-(4-methoxybenzyl)glycine t-butyl ester). Isolated yield 96.8%. RXN SMILES: [Cl:1][C:2]1[C:11]2[C:6](=[CH:7][C:8]([S:12]([N:15]([CH2:20][C:21]3[CH:26]=[CH:25][C:24]([O:27][CH3:28])=[CH:23][CH:22]=3)[CH2:16][C:17]([OH:19])=[O:18])(=[O:14])=[O:13])=[CH:9][CH:10]=2)[C:5]([NH:29][C:30]([NH2:32])=[NH:31])=[N:4][CH:3]=1.[H-].[Na+].[C:35]([O:39][C:40](=O)[CH2:41]N(S(C1C=C2C(C(Cl)=CN=C2Cl)=CC=1)(=O)=O)CC1C=CC(OC)=CC=1)([CH3:38])([CH3:37])[CH3:36].O>COCCOC>[O:39]([CH:35]([CH3:37])[CH3:38])[CH:40]([CH3:41])[CH3:2].[C:35]([O:18][C:17](=[O:19])[CH2:16][N:15]([S:12]([C:8]1[CH:7]=[C:6]2[C:11]([C:2]([Cl:1])=[CH:3][N:4]=[C:5]2[NH:29][C:30]([NH2:32])=[NH:31])=[CH:10][CH:9]=1)(=[O:13])=[O:14])[CH2:20][C:21]1[CH:22]=[CH:23][C:24]([O:27][CH3:28])=[CH:25][CH:26]=1)([CH3:38])([CH3:37])[CH3:36] |f:1.2|. Reported procedure: N-[(4-Chloro-1-guanidino-7-isoquinolinyl)sulphonyl]-N-(4-methoxybenzyl)glycine ##STR24## Guanidine hydrochloride (118 mg, 1.24 mmol) was added in one portion to a stirred suspension of NaH (23 mg, 80% dispersion by wt in mineral oil, 0.78 mmol) in DME (10 mL) and the mixture was heated at 60° C. under N2 for 30 min. N-[(1,4-Dichloro-7-isoquinolinyl)sulphonyl]-N-(4-methoxybenzyl)glycine t-butyl ester (155 mg, 0.31 mmol) was added and the mixture heated at 90° C. for 1 h. The cooled mixture was po...